This data is from the Open Reaction Database (ORD), a public repository of structured organic reaction records. The task is: describe an organic reaction: reactants, conditions, products, and yield The reactants are C(C)N(C(C1=C(C=C(C=C1)O)OC(F)(F)F)=O)CC (N,N-diethyl-4-hydroxy-2-(trifluoromethoxy)benzamide), C(C)(C)N(CC)C(C)C (diisopropylethylamine), Cl[Si](C)(C)C(C)(C)C (chloro(1,1-dimethylethyl)dimethylsilane). Run in CN(C)C=O (DMF). Run at time 16 hour. Yields the product C(C)N(C(C1=C(C=C(C=C1)O[Si](C)(C)C(C)(C)C)OC(F)(F)F)=O)CC (N,N-diethyl-4-[(1,1-dimethylethyl)dimethylsilyl]oxy-2-(trifluoromethoxy)benzamide). Isolated yield 72.9%. RXN SMILES: [CH2:1]([N:3]([CH2:18][CH3:19])[C:4](=[O:17])[C:5]1[CH:10]=[CH:9][C:8]([OH:11])=[CH:7][C:6]=1[O:12][C:13]([F:16])([F:15])[F:14])[CH3:2].C(N(C(C)C)CC)(C)C.Cl[Si:30]([C:33]([CH3:36])([CH3:35])[CH3:34])([CH3:32])[CH3:31]>CN(C=O)C>[CH2:18]([N:3]([CH2:1][CH3:2])[C:4](=[O:17])[C:5]1[CH:10]=[CH:9][C:8]([O:11][Si:30]([C:33]([CH3:36])([CH3:35])[CH3:34])([CH3:32])[CH3:31])=[CH:7][C:6]=1[O:12][C:13]([F:14])([F:16])[F:15])[CH3:19]. Reported procedure: To a stirring solution of N,N-diethyl-4-hydroxy-2-(trifluoromethoxy)benzamide (1876 mg, 6.8 mmol) and diisopropylethylamine (1747 mg, 13.5 mmol) in dry DMF (60 mL) was added chloro(1,1-dimethylethyl)dimethylsilane (1123 mg, 7.5 mmol). The reaction was stirred for 16 h and then quenched with 1M HCl. The reaction was extracted with EtOAc (3×50 mL). The organic layers were combined, dried over Na2SO4, and conc. in vacuo to a pale yellow oil. The oil was purified by flash chromatography (silica gel,...